From a dataset of the Open Reaction Database (ORD), a public repository of structured organic reaction records. describe an organic reaction: reactants, conditions, products, and yield Reactants: O=C([O-])O, CN(C)CC(=O)Cl, [Na+], c1ccncc1, Nc1ccc2c(-c3c(-c4ccccn4)nn4c3CCC4)ccnc2c1. The product is CN(C)CC(=O)Nc1ccc2c(-c3c(-c4ccccn4)nn4c3CCC4)ccnc2c1. As a reaction SMILES: [C:33](=[O:34])([OH:35])[O-:36].[CH3:1][N:2]([CH3:3])[CH2:4][C:5](=[O:6])[Cl:7].[Na+:37].[cH:38]1[cH:39][cH:40][n:41][cH:42][cH:43]1.[n:8]1[c:9](-[c:14]2[c:15](-[c:22]3[cH:23][cH:24][n:25][c:26]4[cH:27][c:28]([NH2:32])[cH:29][cH:30][c:31]34)[c:16]3[n:17]([n:18]2)[CH2:19][CH2:20][CH2:21]3)[cH:10][cH:11][cH:12][cH:13]1>>[CH3:1][N:2]([CH3:3])[CH2:4][C:5](=[O:6])[NH:32][c:28]1[cH:27][c:26]2[n:25][cH:24][cH:23][c:22](-[c:15]3[c:14](-[c:9]4[n:8][cH:13][cH:12][cH:11][cH:10]4)[n:18][n:17]4[c:16]3[CH2:21][CH2:20][CH2:19]4)[c:31]2[cH:30][cH:29]1. Reaction SMILES: [NH:1]1[CH2:5][CH2:4][CH2:3][CH2:2]1.[CH2:6]=O.[CH3:8][C:9]1[CH:13]=[C:12]([CH3:14])[NH:11][C:10]=1[CH:15]=[C:16]1[C:24]2[C:19](=[CH:20][CH:21]=[CH:22][CH:23]=2)[NH:18][C:17]1=[O:25]>CO>[CH3:8][C:9]1[CH:13]=[C:12]([CH3:14])[NH:11][C:10]=1/[CH:15]=[C:16]1\[C:17](=[O:25])[N:18]([CH2:6][N:1]2[CH2:5][CH2:4][CH2:3][CH2:2]2)[C:19]2[C:24]\1=[CH:23][CH:22]=[CH:21][CH:20]=2. The product is CC1=C(NC(=C1)C)\C=C\1/C(N(C2=CC=CC=C12)CN1CCCC1)=O ((3Z)-3-[(3,5-dimethyl-1H-pyrrol-2-yl)-methylidene]-1-(1-pyrrolidinylmethyl)-1,3-dihydro-2H-indol-2-one). The solvent is CO (methanol). Yield: 88.4%. The reactants are N1CCCC1 (Pyrrolidine), C=O (formaldehyde), CC1=C(NC(=C1)C)C=C1C(NC2=CC=CC=C12)=O (3-(3,5-dimethyl-1H-pyrrol-2-ylmethylidene)-1,3-dihydro-indol-2-one). Conditions: temperature 0 celsius, time 15 minute. Procedure: Pyrrolidine (450 mg, 6.3 mmol) was added to a stirred solution of aqueous formaldehyde (500 mg of 38% solution, 6.0 mmol) and 3-(3,5-dimethyl-1H-pyrrol-2-ylmethylidene)-1,3-dihydro-indol-2-one (900 mg, 3.8 mmol) in methanol (50 mL). After 15 min., the solution was cooled to 0° C. and the precipitate was filtered off, washed with water, and dried to give 1.08 g of the title compound, mp 129-132° C. HPLC Rt 4.87 min. 1H NMR [(CD3)2SO] δ1.65 (m, 4H), 2.32 9s, 3H), 2.34 (s, 3H), 2.62 (m, 4H), 4.72 (... Starting materials: Brc1ccc2c(c1)OCCO2, [Li]CCCC, C1CCOC1, COc1cccc(C=O)c1, CC(C)O, O. Product: COc1cccc(C(O)c2ccc3c(c2)OCCO3)c1. As a reaction SMILES: [Br:1][c:2]1[cH:3][c:4]2[c:5]([cH:10][cH:11]1)[O:6][CH2:7][CH2:8][O:9]2.[CH2:12]([Li:13])[CH2:14][CH2:15][CH3:16].[CH2:31]1[O:32][CH2:33][CH2:34][CH2:35]1.[CH3:17][O:18][c:19]1[cH:20][c:21]([CH:22]=[O:23])[cH:24][cH:25][cH:26]1.[CH:27]([OH:28])([CH3:29])[CH3:30].[OH2:36]>>[c:2]1([CH:22]([c:21]2[cH:20][c:19]([O:18][CH3:17])[cH:26][cH:25][cH:24]2)[OH:23])[cH:3][c:4]2[c:5]([cH:10][cH:11]1)[O:6][CH2:7][CH2:8][O:9]2. The reagents and catalysts are [O-]CCCC.[O-]CCCC.[O-]CCCC.[O-]CCCC.[Ti+4] (titanium tetrabutoxide). As a reaction SMILES: [CH:1]1[C:10]2[C:5](=[CH:6][C:7]([C:11]([O:13]C)=[O:12])=[CH:8][CH:9]=2)[CH:4]=[CH:3][C:2]=1[C:15]([O:17]C)=[O:16].[CH2:19]([CH2:34][O:35][C:36]1[CH:37]=[C:38]2[C:43](=[CH:44][CH:45]=1)[CH:42]=[C:41]([C:46]([OH:48])=[O:47])[CH:40]=[CH:39]2)[O:20][C:21]1[CH:22]=[C:23]2[C:28](=[CH:29][CH:30]=1)[CH:27]=[C:26]([C:31]([OH:33])=[O:32])[CH:25]=[CH:24]2>[O-]CCCC.[O-]CCCC.[O-]CCCC.[O-]CCCC.[Ti+4].C(O)CO>[CH:1]1[C:10]2[C:5](=[CH:6][C:7]([C:11]([OH:13])=[O:12])=[CH:8][CH:9]=2)[CH:4]=[CH:3][C:2]=1[C:15]([OH:17])=[O:16].[CH2:34]([CH2:19][O:20][C:21]1[CH:22]=[C:23]2[C:28](=[CH:29][CH:30]=1)[CH:27]=[C:26]([C:31]([OH:33])=[O:32])[CH:25]=[CH:24]2)[O:35][C:36]1[CH:37]=[C:38]2[C:43](=[CH:44][CH:45]=1)[CH:42]=[C:41]([C:46]([OH:48])=[O:47])[CH:40]=[CH:39]2 |f:2.3.4.5.6|. Procedure: Further, an esterification reaction and a transesterification reaction were carried out among dimethyl 2,6-naphthalenedicarboxylate, 6,6′-(ethylenedioxy)di-2-naphthoic acid and ethylene glycol in the presence of titanium tetrabutoxide and then a polycondensation reaction was carried out to obtain an aromatic polyester (B-1) for the film layer (B) which comprised 73 mol % of a 2,6-naphthalenedicarboxylic acid component and 27 mol % of a 6,6′-(ethylenedioxy)di-2-naphthoic acid component based on t... Reactants: C(OC=1C=C2C=CC(=CC2=CC1)C(=O)O)COC=1C=C2C=CC(=CC2=CC1)C(=O)O (6,6′-(ethylenedioxy)di-2-naphthoic acid), C1=C(C=CC2=CC(=CC=C12)C(=O)OC)C(=O)OC (dimethyl 2,6-naphthalenedicarboxylate). The solvent is C(CO)O (ethylene glycol). The product is layer ( B ), C1=C(C=CC2=CC(=CC=C12)C(=O)O)C(=O)O (2,6-naphthalenedicarboxylic acid), C(OC=1C=C2C=CC(=CC2=CC1)C(=O)O)COC=1C=C2C=CC(=CC2=CC1)C(=O)O (6,6′-(ethylenedioxy)di-2-naphthoic acid). Starting materials: ClCCl, N#Cc1ccncc1Cl, OO, O=C(O)C(F)(F)F. Yields the product N#Cc1cc[n+]([O-])cc1Cl. As a reaction SMILES: [Cl:19][CH2:20][Cl:21].[Cl:1][c:2]1[cH:3][n:4][cH:5][cH:6][c:7]1[C:8]#[N:9].[OH:10][OH:11].[OH:12][C:13]([C:14]([F:15])([F:16])[F:17])=[O:18]>>[Cl:1][c:2]1[cH:3][n+:4]([O-:12])[cH:5][cH:6][c:7]1[C:8]#[N:9]. As a reaction SMILES: [Br:26][c:27]1[cH:28][n:29][c:30]([N:32]2[CH2:33][CH2:34][N:35]([CH3:38])[CH2:36][CH2:37]2)[s:31]1.[CH3:41][OH:42].[CH3:43][C:44]#[N:45].[Cs+:40].[F-:39].[Pd:46]([Cl:47])[Cl:48].[c:49]1([P:50]([c:51]2[cH:52][cH:53][cH:54][cH:55][cH:56]2)[c:57]2[cH:58][cH:59][cH:60][cH:61][cH:62]2)[cH:63][cH:64][cH:65][cH:66][cH:67]1.[c:68]1([P:69]([c:70]2[cH:71][cH:72][cH:73][cH:74][cH:75]2)[c:76]2[cH:77][cH:78][cH:79][cH:80][cH:81]2)[cH:82][cH:83][cH:84][cH:85][cH:86]1.[o:1]1[c:2](-[c:10]2[c:11]([NH2:25])[n:12][cH:13][c:14]([B:16]3[O:17][C:18]([CH3:19])([CH3:20])[C:21]([CH3:22])([CH3:23])[O:24]3)[cH:15]2)[n:3][c:4]2[c:5]1[cH:6][cH:7][cH:8][cH:9]2>>[o:1]1[c:2](-[c:10]2[c:11]([NH2:25])[n:12][cH:13][c:14](-[c:27]3[cH:28][n:29][c:30]([N:32]4[CH2:33][CH2:34][N:35]([CH3:38])[CH2:36][CH2:37]4)[s:31]3)[cH:15]2)[n:3][c:4]2[c:5]1[cH:6][cH:7][cH:8][cH:9]2. Starting materials: CN1CCN(c2ncc(Br)s2)CC1, CO, CC#N, [Cs+], [F-], Cl[Pd]Cl, c1ccc(P(c2ccccc2)c2ccccc2)cc1, c1ccc(P(c2ccccc2)c2ccccc2)cc1, CC1(C)OB(c2cnc(N)c(-c3nc4ccccc4o3)c2)OC1(C)C. Product: CN1CCN(c2ncc(-c3cnc(N)c(-c4nc5ccccc5o4)c3)s2)CC1.